This data is from the Open Reaction Database (ORD), a public repository of structured organic reaction records. The task is: describe an organic reaction: reactants, conditions, products, and yield The reactants are ClCCl, COc1ccc(COCC2=COC(OC)C3C(CO)=CCC23)cc1. Product: COc1ccc(COCC2=COC(OC)C3C(C=O)=CCC23)cc1. Reaction SMILES: [CH2:25]([Cl:26])[Cl:27].[OH:1][CH2:2][C:3]1=[CH:4][CH2:5][CH:6]2[CH:7]1[CH:8]([O:23][CH3:24])[O:9][CH:10]=[C:11]2[CH2:12][O:13][CH2:14][c:15]1[cH:16][cH:17][c:18]([O:21][CH3:22])[cH:19][cH:20]1>>[O:1]=[CH:2][C:3]1=[CH:4][CH2:5][CH:6]2[CH:7]1[CH:8]([O:23][CH3:24])[O:9][CH:10]=[C:11]2[CH2:12][O:13][CH2:14][c:15]1[cH:16][cH:17][c:18]([O:21][CH3:22])[cH:19][cH:20]1. Yields the product FC1=CC=C(C=C1)CCN1CC(CC1)NC(=O)[C@@H]1CN2CCC1CC2 ((S)-N-(1-(2-(4-fluorophenyl)ethyl)pyrrolidin-3-yl)-1-azabicyclo[2.2.2]octane-3-carboxamide). Procedure: 1-Azabicyclo[2.2.2]octane-3-carbonyl chloride and (S)-3-amino-1-(2-(4-fluorophenyl)ethyl)pyrrolidine were reacted under the same conditions as in Example 53 to give (S)-N-(1-(2-(4-fluorophenyl)ethyl)pyrrolidin-3-yl)-1-azabicyclo[2.2.2]octane-3-carboxamide. Reactants: N12CC(C(CC1)CC2)C(=O)Cl (1-Azabicyclo[2.2.2]octane-3-carbonyl chloride), N[C@@H]1CN(CC1)CCC1=CC=C(C=C1)F ((S)-3-amino-1-(2-(4-fluorophenyl)ethyl)pyrrolidine). Reaction SMILES: [N:1]12[CH2:8][CH2:7][CH:4]([CH2:5][CH2:6]1)[CH:3]([C:9](Cl)=[O:10])[CH2:2]2.[NH2:12][C@H:13]1[CH2:17][CH2:16][N:15]([CH2:18][CH2:19][C:20]2[CH:25]=[CH:24][C:23]([F:26])=[CH:22][CH:21]=2)[CH2:14]1>>[F:26][C:23]1[CH:24]=[CH:25][C:20]([CH2:19][CH2:18][N:15]2[CH2:16][CH2:17][CH:13]([NH:12][C:9]([C@H:3]3[CH:4]4[CH2:7][CH2:8][N:1]([CH2:6][CH2:5]4)[CH2:2]3)=[O:10])[CH2:14]2)=[CH:21][CH:22]=1. Reactants: ClCC1OC2(OC1)CCN(CC2)CC2=CN=C(S2)Cl (2-chloromethyl-8-(2-chloro-5-thiazolyl)methyl-1,4-dioxa-8-azaspiro[4,5]decane), [I-].[K+] (potassium iodide), C([O-])([O-])=O.[K+].[K+] (potassium carbonate), ClC=1C=CC(=C(N)C1)F (5-chloro-2-fluoroaniline). The solvent is CN(C)C=O (DMF), O (water). Conditions: time 20 hour. Product: ClC=1C=CC(=C(C1)N(C)C1OC2(OC1)CCN(CC2)CC2=CN=C(S2)Cl)F (N-(5-chloro-2-fluorophenyl)-N-{8-(2-chloro-5-thiazolyl)methyl-1,4-dioxa-8-aza-spiro[4,5]dec-2-yl}methanamine). Yield: 85.0%. RXN SMILES: ClC[CH:3]1[CH2:7][O:6][C:5]2([CH2:12][CH2:11][N:10]([CH2:13][C:14]3[S:18][C:17]([Cl:19])=[N:16][CH:15]=3)[CH2:9][CH2:8]2)[O:4]1.[C:20](=O)([O-])[O-].[K+].[K+].[Cl:26][C:27]1[CH:28]=[CH:29][C:30]([F:34])=[C:31]([CH:33]=1)[NH2:32].[I-].[K+]>CN(C=O)C.O>[Cl:26][C:27]1[CH:28]=[CH:29][C:30]([F:34])=[C:31]([N:32]([CH:3]2[CH2:7][O:6][C:5]3([CH2:8][CH2:9][N:10]([CH2:13][C:14]4[S:18][C:17]([Cl:19])=[N:16][CH:15]=4)[CH2:11][CH2:12]3)[O:4]2)[CH3:20])[CH:33]=1 |f:1.2.3,5.6|. Procedure: 21 gm (0.065 mole) of 2-chloromethyl-8-(2-chloro-5-thiazolyl)methyl-1,4-dioxa-8-azaspiro[4,5]decane was taken in DMF (300 ml) at 28° C. To this mixture was added 28 gm of potassium carbonate, 10 gm of 5-chloro-2-fluoroaniline and the catalyst potassium iodide. The mass was kept at 140° C. for 20 hrs. The mixture was poured into ice-cooled water and the mass was extracted with ethyl acetate. The solvent was distilled off to get the dark brick red colored product with yield 85%. Reactants: ClC=1C=C2C(C(=CN(C2=CC1Cl)C1CC1)C(=O)O)=O (6,7-dichloro-1-cyclopropyl-1,4-dihydro-4-oxo-3-quinolinecarboxylic acid), C(C)NCC1CNCC1 (N-ethyl-3-pyrrolidinemethanamine). The solvent is N1=CC(=CC=C1)C (3-picoline). Yields the product C1(CC1)N1C=C(C(C2=CC(=C(C=C12)N1CC(CC1)CNCC)Cl)=O)C(=O)O (1-Cyclopropyl-7-[3-[(ethylamino)methyl]-1-pyrrolidinyl]-6-chloro-1,4-dihydro-4-oxo-3-quinolinecarboxylic acid). Isolated yield 84.6%. As a reaction SMILES: [Cl:1][C:2]1[CH:3]=[C:4]2[C:9](=[CH:10][C:11]=1Cl)[N:8]([CH:13]1[CH2:15][CH2:14]1)[CH:7]=[C:6]([C:16]([OH:18])=[O:17])[C:5]2=[O:19].[CH2:20]([NH:22][CH2:23][CH:24]1[CH2:28][CH2:27][NH:26][CH2:25]1)[CH3:21]>N1C=CC=C(C)C=1>[CH:13]1([N:8]2[C:9]3[C:4](=[CH:3][C:2]([Cl:1])=[C:11]([N:26]4[CH2:27][CH2:28][CH:24]([CH2:23][NH:22][CH2:20][CH3:21])[CH2:25]4)[CH:10]=3)[C:5](=[O:19])[C:6]([C:16]([OH:18])=[O:17])=[CH:7]2)[CH2:15][CH2:14]1. Procedure: A solution of 0.30 g (1.0 mmole) of 6,7-dichloro-1-cyclopropyl-1,4-dihydro-4-oxo-3-quinolinecarboxylic acid, 0.26 g (2.0 mol) of N-ethyl-3-pyrrolidinemethanamine and 10 ml of 3-picoline was heated under reflux for 16 hours. The reaction mixture was cooled to room temperature and the solid filtered off and washed with acetonitrile to give 0.33 g of the title compound, mp >310° C. The reactants are CCc1nc2c(cnn2CC)c(NC2CCOCC2)c1CNC(=O)c1cccc(CC(C)(C)NCC(O)c2ccc(OCc3ccccc3)c3[nH]c(=O)ccc23)c1, CC(C)(C)[Si](C)(C)OC(CN)c1ccc(O)c2[nH]c(=O)ccc12. Yields the product CCc1nc2c(cnn2CC)c(NC2CCOCC2)c1CNC(=O)c1cccc(CC(C)(C)NCC(O)c2ccc(O)c3[nH]c(=O)ccc23)c1. Reaction SMILES: [CH2:24]([c:25]1[cH:26][cH:27][cH:28][cH:29][cH:30]1)[O:31][c:32]1[cH:33][cH:34][c:35]([CH:43]([CH2:44][NH:45][C:46]([CH2:47][c:48]2[cH:49][c:50]([C:51](=[O:52])[NH:53][CH2:54][c:55]3[c:56]([NH:68][CH:69]4[CH2:70][CH2:71][O:72][CH2:73][CH2:74]4)[c:57]4[c:58]([n:59][c:60]3[CH2:61][CH3:62])[n:63]([CH2:66][CH3:67])[n:64][cH:65]4)[cH:75][cH:76][cH:77]2)([CH3:78])[CH3:79])[OH:80])[c:36]2[cH:37][cH:38][c:39](=[O:42])[nH:40][c:41]12.[NH2:1][CH2:2][CH:3]([c:4]1[cH:5][cH:6][c:7]([OH:8])[c:9]2[c:10]1[cH:11][cH:12][c:13](=[O:14])[nH:15]2)[O:16][Si:17]([C:18]([CH3:19])([CH3:20])[CH3:21])([CH3:22])[CH3:23]>>[OH:31][c:32]1[cH:33][cH:34][c:35]([CH:43]([CH2:44][NH:45][C:46]([CH2:47][c:48]2[cH:49][c:50]([C:51](=[O:52])[NH:53][CH2:54][c:55]3[c:56]([NH:68][CH:69]4[CH2:70][CH2:71][O:72][CH2:73][CH2:74]4)[c:57]4[c:58]([n:59][c:60]3[CH2:61][CH3:62])[n:63]([CH2:66][CH3:67])[n:64][cH:65]4)[cH:75][cH:76][cH:77]2)([CH3:78])[CH3:79])[OH:80])[c:36]2[cH:37][cH:38][c:39](=[O:42])[nH:40][c:41]12. The reactants are c1ccc(CN2CCCN3c4ccccc4CC3C2)cc1, CO. Yields the product c1ccc2c(c1)CC1CNCCCN21. As a reaction SMILES: [CH2:1]([c:2]1[cH:3][cH:4][cH:5][cH:6][cH:7]1)[N:8]1[CH2:9][CH:10]2[N:11]([c:12]3[cH:13][cH:14][cH:15][cH:16][c:17]3[CH2:18]2)[CH2:19][CH2:20][CH2:21]1.[CH3:22][OH:23]>>[NH:8]1[CH2:9][CH:10]2[N:11]([c:12]3[cH:13][cH:14][cH:15][cH:16][c:17]3[CH2:18]2)[CH2:19][CH2:20][CH2:21]1. Reactants: CC1(OCCO1)C1=CC=C(O1)CN1N=CC(=N1)N (2-[5-(2-methyl-[1,3]dioxolan-2-yl)-furan-2-ylmethyl]-2H-[1,2,3]triazol-4-ylamine), C1(=CC(=CC=C1)C1=C(N=C(O1)C)C(=O)O)C (5-(m-tolyl)-2-methyl-oxazole-4-carboxylic acid). The product is C(C)(=O)C1=CC=C(O1)CN1N=CC(=N1)NC(=O)C=1N=C(OC1C=1C=C(C=CC1)C)C (2-Methyl-5-m-tolyl-oxazole-4-carboxylic acid [2-(5-acetyl-furan-2-ylmethyl)-2H-[1,2,3]triazol-4-yl]-amide). Reaction SMILES: [CH3:1][C:2]1([C:7]2[O:11][C:10]([CH2:12][N:13]3[N:17]=[C:16]([NH2:18])[CH:15]=[N:14]3)=[CH:9][CH:8]=2)[O:6]CCO1.[C:19]1([CH3:34])[CH:24]=[CH:23][CH:22]=[C:21]([C:25]2[O:29][C:28]([CH3:30])=[N:27][C:26]=2[C:31](O)=[O:32])[CH:20]=1>>[C:2]([C:7]1[O:11][C:10]([CH2:12][N:13]2[N:17]=[C:16]([NH:18][C:31]([C:26]3[N:27]=[C:28]([CH3:30])[O:29][C:25]=3[C:21]3[CH:20]=[C:19]([CH3:34])[CH:24]=[CH:23][CH:22]=3)=[O:32])[CH:15]=[N:14]2)=[CH:9][CH:8]=1)(=[O:6])[CH3:1]. Reported procedure: Following general procedure A followed by L, starting from 2-[5-(2-methyl-[1,3]dioxolan-2-yl)-furan-2-ylmethyl]-2H-[1,2,3]triazol-4-ylamine and 5-(m-tolyl)-2-methyl-oxazole-4-carboxylic acid. Reactants: O=C1CCC(=O)N1Br, ClC(Cl)(Cl)Cl, Cc1cc([N+](=O)[O-])ccc1F, CC(C)(C#N)N=NC(C)(C)C#N. Product: O=[N+]([O-])c1ccc(F)c(CBr)c1. Reaction SMILES: [Br:12][N:13]1[C:14](=[O:15])[CH2:16][CH2:17][C:18]1=[O:19].[C:32]([Cl:33])([Cl:34])([Cl:35])[Cl:36].[F:1][c:2]1[c:3]([CH3:11])[cH:4][c:5]([N+:8](=[O:9])[O-:10])[cH:6][cH:7]1.[N:20]([C:21]([CH3:22])([CH3:23])[C:24]#[N:25])=[N:26][C:27]([CH3:28])([CH3:29])[C:30]#[N:31]>>[F:1][c:2]1[c:3]([CH2:11][Br:12])[cH:4][c:5]([N+:8](=[O:9])[O-:10])[cH:6][cH:7]1. The reactants are solution, CC(C)(C)[O-].[Na+] (NaOtBu), solution, CC(C)(C)[O-].[Na+] (NaOtBu), Cl (HCl), solution, CC(C)(C)[O-].[Na+] (NaOtBu), C(CCC\C=C/C\C=C/C\C=C/C\C=C/C\C=C/CC)O ((5Z,8Z,11Z,14Z,17Z)-icosa-5,8,11,14,17-pentaen-1-ol), BrC(C(=O)O)CC (2-bromobutyric acid), BrC(C(=O)O)CC (2-bromobutyric acid), C(=O)O (formic acid), solution, CC(C)(C)[O-].[Na+] (NaOtBu). The solvent is O (DI water), CC(C)(C)OC (MTBE), CC(C)(C)OC (MTBE), CC(C)(C)OC (MTBE), C1CCOC1 (THF), O (water), CC(C)(C)OC (MTBE). Reaction conditions: temperature 7.5 celsius, time 45 minute. Yields the product C(CCC\C=C/C\C=C/C\C=C/C\C=C/C\C=C/CC)OC(C(=O)O)CC (2-((5Z,8Z,11Z,14Z,17Z)-Icosa-5,8,11,14,17-pentaenyloxy)butanoic acid). Reaction SMILES: [CH2:1]([OH:21])[CH2:2][CH2:3][CH2:4]/[CH:5]=[CH:6]\[CH2:7]/[CH:8]=[CH:9]\[CH2:10]/[CH:11]=[CH:12]\[CH2:13]/[CH:14]=[CH:15]\[CH2:16]/[CH:17]=[CH:18]\[CH2:19][CH3:20].Br[CH:23]([CH2:27][CH3:28])[C:24]([OH:26])=[O:25].CC([O-])(C)C.[Na+].C(O)=O.Cl>CC(OC)(C)C.O.C1COCC1>[CH2:1]([O:21][CH:23]([CH2:27][CH3:28])[C:24]([OH:26])=[O:25])[CH2:2][CH2:3][CH2:4]/[CH:5]=[CH:6]\[CH2:7]/[CH:8]=[CH:9]\[CH2:10]/[CH:11]=[CH:12]\[CH2:13]/[CH:14]=[CH:15]\[CH2:16]/[CH:17]=[CH:18]\[CH2:19][CH3:20] |f:2.3|. Procedure details: (5Z,8Z,11Z14Z,17Z)-Icosa-5,8,11,14,17-pentaen-1-ol (2) (10 kg, 1.0 eq.), THF (94 kg), and 2-bromobutyric acid (8.6 kg, 1.5 eq.) were charged into a reactor at ambient temperature. The reaction mixture was cooled to 5-10° C. Over a period of 30-60 minutes, 47 kg of a 17% solution of NaOtBu (8 kg active content, 2.4 eq.) in MTBE was added. After the addition was complete, the reaction was stirred for 30 minutes at 5-10. Over a period of 30 minutes, 7.6 kg of a 17% solution of NaOtBu (0.4 eq.) in M... Reactants: C(CCC)[Li] (n-butyl-lithium), [I-].C(C)(C)[P+](C1=CC=CC=C1)(C1=CC=CC=C1)C1=CC=CC=C1 (isopropyl-triphenylphosphonium iodide), O (water), BrC=1C=C(C=O)C=CC1OC(F)(F)F (3-bromo-4-trifluoromethoxybenzaldehyde). The solvent is CCCCCC (n-hexane), O1CCCC1 (tetrahydrofuran). Yields the product BrC=1C=C(C=CC1OC(F)(F)F)C=C(C)C (1-(3-bromo-4-trifluoromethoxyphenyl)-2-methyl-prop-1-ene). The yield is 56.5%. RXN SMILES: [CH2:1]([Li])[CH2:2][CH2:3]C.[I-].C([P+](C1C=CC=CC=1)(C1C=CC=CC=1)C1C=CC=CC=1)(C)C.[Br:29][C:30]1[CH:31]=[C:32]([CH:35]=[CH:36][C:37]=1[O:38][C:39]([F:42])([F:41])[F:40])[CH:33]=O.O>CCCCCC.O1CCCC1>[Br:29][C:30]1[CH:31]=[C:32]([CH:33]=[C:2]([CH3:3])[CH3:1])[CH:35]=[CH:36][C:37]=1[O:38][C:39]([F:42])([F:41])[F:40] |f:1.2|. Reported procedure: 150 ml of 20% strength solution of n-butyl-lithium in n-hexane were added dropwise to a suspension of 129.6 g (0.3 mol) of dry isopropyl-triphenylphosphonium iodide in 500 ml of anhydrous tetrahydrofuran, under nitrogen at 0° C. and while stirring. The deep red solution thus obtained was stirred for a further 15 minutes at 0° C., and 80.7 g (0.3 mol) of 3-bromo-4-trifluoromethoxybenzaldehyde were then added dropwise at 0° to 10° C. The mixture was then stirred at room temperature until decoloriz...